Dataset: the Open Reaction Database (ORD), a public repository of structured organic reaction records. Task: describe an organic reaction: reactants, conditions, products, and yield Reactants: CC1=NC(=NC=C1)C1=CC=C(C=C1)C(F)(F)F (4-methyl-2-(4-trifluoromethylphenyl)pyrimidine), BrBr (bromine), CCOCC (Ether). The yield is 82.6%. Reaction SMILES: [CH3:1][C:2]1[CH:7]=[CH:6][N:5]=[C:4]([C:8]2[CH:13]=[CH:12][C:11]([C:14]([F:17])([F:16])[F:15])=[CH:10][CH:9]=2)[N:3]=1.[Br:18]Br.CCOCC>C(O)(=O)C>[Br:18][CH2:1][C:2]1[CH:7]=[CH:6][N:5]=[C:4]([C:8]2[CH:9]=[CH:10][C:11]([C:14]([F:17])([F:15])[F:16])=[CH:12][CH:13]=2)[N:3]=1. The product is BrCC1=NC(=NC=C1)C1=CC=C(C=C1)C(F)(F)F (4-bromomethyl-2-(4-trifluoromethylphenyl)pyrimidine). The solvent is C(C)(=O)O (acetic acid). Reported procedure: A mixture of 4-methyl-2-(4-trifluoromethylphenyl)pyrimidine (3 g) and bromine (2.11 g) in 20 ml of acetic acid was warmed to 80° C. for 1 hour, and then allowed to cool to room temperature. Ether (10 ml) was added., and the precipitate filtered off and washed with ether, giving 3.3 g of 4-bromomethyl-2-(4-trifluoromethylphenyl)pyrimidine, m.p. 125° C. Run at temperature 80 celsius. Starting materials: BrC1=CC2=C(C(OC(N2)=O)(C)C)C=C1OCCCCSC1=CC=C(C=C1)C (7-bromo-6-[4-(4-methyl-phenylmercapto)-butoxy]-4,4-dimethyl-4H-3,1-benzoxazin-2-one), OO (hydrogen peroxide). Reported procedure: Prepared analogously to Example 2 from 7-bromo-6-[4-(4-methyl-phenylmercapto)-butoxy]-4,4-dimethyl-4H-3,1-benzoxazin-2-one and hydrogen peroxide. RXN SMILES: [Br:1][C:2]1[C:14]([O:15][CH2:16][CH2:17][CH2:18][CH2:19][S:20][C:21]2[CH:26]=[CH:25][C:24]([CH3:27])=[CH:23][CH:22]=2)=[CH:13][C:5]2[C:6]([CH3:12])([CH3:11])[O:7][C:8](=[O:10])[NH:9][C:4]=2[CH:3]=1.[OH:28]O>>[Br:1][C:2]1[C:14]([O:15][CH2:16][CH2:17][CH2:18][CH2:19][S:20]([C:21]2[CH:26]=[CH:25][C:24]([CH3:27])=[CH:23][CH:22]=2)=[O:28])=[CH:13][C:5]2[C:6]([CH3:12])([CH3:11])[O:7][C:8](=[O:10])[NH:9][C:4]=2[CH:3]=1. Yields the product BrC1=CC2=C(C(OC(N2)=O)(C)C)C=C1OCCCCS(=O)C1=CC=C(C=C1)C (7-Bromo-6-[4-(4-methyl-phenylsulfinyl)-butoxy]-4,4-dimethyl-4H-3,1-benzoxazin-2-one).